Dataset: the Open Reaction Database (ORD), a public repository of structured organic reaction records. Task: describe an organic reaction: reactants, conditions, products, and yield Reactants: C(C)C=1C(=C(C2=CC=C(C=C2C1)OC)OC1=CC=C(C=O)C=C1)C1=CC=CC=C1 (4-{[3-Ethyl-6-(methyloxy)-2-phenyl-1-naphthalenyl]oxy}benzaldehyde), C1CCOC1 (THF), O (water), Triethylphosphonoacetate, C1CCOC1 (THF), [Li]CCCC (nBuLi). Reaction conditions: temperature -78 celsius, time 30 minute. The product is C(C)C=1C(=C(C2=CC=C(C=C2C1)OC)OC1=CC=C(C=C1)/C=C/C(=O)OCC)C1=CC=CC=C1 (Ethyl (2E)-3-(4-{[3-ethyl-6-(methyloxy)-2-phenyl-1-naphthalenyl]oxy}phenyl)-2-propenoate). The yield is 94.0%. Reaction SMILES: [Li]CCCC.[CH2:6]([C:8]1[C:9]([C:29]2[CH:34]=[CH:33][CH:32]=[CH:31][CH:30]=2)=[C:10]([O:20][C:21]2[CH:28]=[CH:27][C:24]([CH:25]=O)=[CH:23][CH:22]=2)[C:11]2[C:16]([CH:17]=1)=[CH:15][C:14]([O:18][CH3:19])=[CH:13][CH:12]=2)[CH3:7].[OH2:35].[CH2:36]1[CH2:40][O:39][CH2:38][CH2:37]1>>[CH2:6]([C:8]1[C:9]([C:29]2[CH:34]=[CH:33][CH:32]=[CH:31][CH:30]=2)=[C:10]([O:20][C:21]2[CH:28]=[CH:27][C:24](/[CH:25]=[CH:37]/[C:38]([O:39][CH2:40][CH3:36])=[O:35])=[CH:23][CH:22]=2)[C:11]2[C:16]([CH:17]=1)=[CH:15][C:14]([O:18][CH3:19])=[CH:13][CH:12]=2)[CH3:7]. Reported procedure: Triethylphosphonoacetate (0.44 g, 1.89 mmol) was dissolved in THF (12 mL). Cooled to −78° C., nBuLi (1.6 M in hexanes, 1.20 mL, 1.89 mmoL) was added dropwise. The mixture was stirred at −78° C. for 30 min. To this solution was added 4-{[3-ethyl-6-(methyloxy)-2-phenyl-1-naphthalenyl]oxy}benzaldehyde (58) (0.60 g, 1.58 mmol) in THF (12 mL) slowly. The resulting mixture was allowed to warm up to room temperature and stirred at room temperature (3 h in total). The mixture was poured into water (50 m... The reactants are O[C@H]1CC2N(C(N(C2)C2=CC=C(C=C2)OCC(F)(F)F)=O)C1 ((S)-6-Hydroxy-2-[4-(2,2,2-trifluoro-ethoxy)-phenyl]-hexahydro-pyrrolo[1,2-c]imidazol-3-one), C1=CC=[NH+]C=C1.C1=CC=[NH+]C=C1.[O-][Cr](=O)(=O)O[Cr](=O)(=O)[O-] (PDC). The solvent is C(Cl)Cl (DCM). Conditions: time 13 hour. The product is FC(COC1=CC=C(C=C1)N1C(N2[C@H](C1)CC(C2)=O)=O)(F)F ((S)-2-[4-(2,2,2-Trifluoro-ethoxy)-phenyl]-tetrahydro-pyrrolo[1,2-c]imidazole-3,6-dione). Yield: 50.3%. RXN SMILES: [OH:1][C@@H:2]1[CH2:22][N:5]2[C:6](=[O:21])[N:7]([C:9]3[CH:14]=[CH:13][C:12]([O:15][CH2:16][C:17]([F:20])([F:19])[F:18])=[CH:11][CH:10]=3)[CH2:8][CH:4]2[CH2:3]1.C1C=C[NH+]=CC=1.C1C=C[NH+]=CC=1.[O-][Cr](O[Cr]([O-])(=O)=O)(=O)=O>C(Cl)Cl>[F:20][C:17]([F:18])([F:19])[CH2:16][O:15][C:12]1[CH:13]=[CH:14][C:9]([N:7]2[CH2:8][C@@H:4]3[CH2:3][C:2](=[O:1])[CH2:22][N:5]3[C:6]2=[O:21])=[CH:10][CH:11]=1 |f:1.2.3|. Procedure: To the solution of (S)-6-Hydroxy-2-[4-(2,2,2-trifluoro-ethoxy)-phenyl]-hexahydro-pyrrolo[1,2-c]imidazol-3-one (1 g, 3.16 mmol) in dry DCM (20 mL) was added PDC (3.6 g, 9.48 mmol) portion wise under cooling. The reaction mixture was stirred at room temperature for 13 h. Then reaction mixture was filtered and washed with methanol, the filtrate was evaporated under reduced pressure. The residue was purified by column chromatography on silica gel (elution with 30% ethyl acetate in hexane) to yield 5... Starting materials: Oc1ccc(C(=O)CBr)cc1, C#CCCCCC=O, Cc1cccc(C)n1. The reagents and catalysts are C1COCCN1, F[P](F)(F)(F)(F)F.CC(C)(C)C1=CC=[N@H]2C(=C1)C3=CC(=CC=[N@@H]3[Ir]2456c7cc(F)cc(F)c7C8=CC=C(C=[N]48)C(F)(F)F)C(C)(C)C.Fc9cc(F)c(C%10=[N]5C=C(C=C%10)C(F)(F)F)c6c9 ([Ir(dFCF3ppy)2(dtbbpy)]PF6). Solvent: CN(C)C=O, CN(C)C=O, CN(C)C=O, CN(C)C=O, CN(C)C=O. Run at temperature 22 celsius, time 8 hour. Product: C#CCCC[C@H](C=O)CC(=O)c1ccc(O)cc1, C#CCCC[C@@H](C=O)CC(=O)c1ccc(O)cc1, O=C[C@@H](CCCC1=CN(c2ccc(C(=O)OC[C@H](Cc3ccccc3)NC(=O)OCC3c4ccccc4-c4ccccc43)cc2)[N+]=[N-]1)CC(=O)c1ccc(O)cc1, O=C[C@H](CCCC1=CN(c2ccc(C(=O)OC[C@H](Cc3ccccc3)NC(=O)OCC3c4ccccc4-c4ccccc43)cc2)[N+]=[N-]1)CC(=O)c1ccc(O)cc1. RXN SMILES: C#CCCCCC=O.Oc1ccc(C(=O)CBr)cc1>C1COCCN1.F[P](F)(F)(F)(F)F.CC(C)(C)C1=CC=[N@H]2C(=C1)C3=CC(=CC=[N@@H]3[Ir]2456c7cc(F)cc(F)c7C8=CC=C(C=[N]48)C(F)(F)F)C(C)(C)C.Fc9cc(F)c(C%10=[N]5C=C(C=C%10)C(F)(F)F)c6c9.CN(C)C=O.Cc1cccc(C)n1>C#CCCC[C@@H](C=O)CC(=O)c1ccc(O)cc1.C#CCCC[C@H](C=O)CC(=O)c1ccc(O)cc1. The reactants are ClC1=C(C=CC=C1)C1=C(C=C(C(N1)=O)C#N)C1=CC=C(C=C1)Cl (6-(2-Chlorophenyl)-5-(4-chlorophenyl)-2-oxo-1,2-dihydropyridine-3-carbonitrile), C(=O)([O-])[O-].[Cs+].[Cs+] (Cs2CO3), BrCC(C(C)(C)C)=O (1-bromopinacolone). Solvent: CN(C)C=O (DMF), C(C)(=O)OCC (ethyl acetate). Reaction conditions: time 17 hour. Product: NC1=C(OC2=NC(=C(C=C21)C2=CC=C(C=C2)Cl)C2=C(C=CC=C2)Cl)C(C(C)(C)C)=O (1-[3-Amino-6-(2-chlorophenyl)-5-(4-chlorophenyl)furo[2,3-b]pyridin-2-yl]-2,2-dimethylpropan-1-one). Reaction SMILES: [Cl:1][C:2]1[CH:7]=[CH:6][CH:5]=[CH:4][C:3]=1[C:8]1[NH:13][C:12](=[O:14])[C:11]([C:15]#[N:16])=[CH:10][C:9]=1[C:17]1[CH:22]=[CH:21][C:20]([Cl:23])=[CH:19][CH:18]=1.C([O-])([O-])=O.[Cs+].[Cs+].Br[CH2:31][C:32](=[O:37])[C:33]([CH3:36])([CH3:35])[CH3:34]>CN(C=O)C.C(OCC)(=O)C>[NH2:16][C:15]1[C:11]2[C:12](=[N:13][C:8]([C:3]3[CH:4]=[CH:5][CH:6]=[CH:7][C:2]=3[Cl:1])=[C:9]([C:17]3[CH:18]=[CH:19][C:20]([Cl:23])=[CH:21][CH:22]=3)[CH:10]=2)[O:14][C:31]=1[C:32](=[O:37])[C:33]([CH3:36])([CH3:35])[CH3:34] |f:1.2.3|. Procedure: To a solution of 0.5 g (1.46 mmol) of the product of Step B in 10 mL DMF was added 0.954 g Cs2CO3 and 0.197 mL of 1-bromopinacolone. The reaction was stirred 17 hours at room temperature at which point the reaction mixture was diluted with ethyl acetate and washed with saturated NaCl/NaHCO3 solution (1:1). The residue from the concentrated solution was purified via silica gel flash chromatography eluting with a gradient of 0 to 75% ethyl acetate/hexane to afford the title compound. HPLC-MS: 439.... Starting materials: CC(=O)N1CCC(C(=O)c2ccc(Br)cc2F)CC1, CC(=O)[O-], CC(C)O, Cl, [Na+], NNc1ccccc1. Yields the product CC(=O)N1CCC(C(=NNc2ccccc2)c2ccc(Br)cc2F)CC1. As a reaction SMILES: [C:1]([CH3:2])(=[O:3])[N:4]1[CH2:5][CH2:6][CH:7]([C:10]([c:11]2[c:12]([F:18])[cH:13][c:14]([Br:17])[cH:15][cH:16]2)=[O:19])[CH2:8][CH2:9]1.[CH3:30][C:31](=[O:32])[O-:33].[CH:34]([OH:35])([CH3:36])[CH3:37].[ClH:20].[Na+:29].[c:21]1([NH:27][NH2:28])[cH:22][cH:23][cH:24][cH:25][cH:26]1>>[C:1]([CH3:2])(=[O:3])[N:4]1[CH2:5][CH2:6][CH:7]([C:10]([c:11]2[c:12]([F:18])[cH:13][c:14]([Br:17])[cH:15][cH:16]2)=[N:28][NH:27][c:21]2[cH:22][cH:23][cH:24][cH:25][cH:26]2)[CH2:8][CH2:9]1. Starting materials: C(C)N(C(=O)[C@H]1CN2C(C([C@@H]1CC2)=O)C(C2=CC=CC=C2)C2=CC=CC=C2)CC ((3R*,4R*)-N,N-diethyl-6-diphenylmethyl-5-oxo-1-azabicyclo[2.2.2]octane-3-carboxamide), C[Si](OCCO[Si](C)(C)C)(C)C (1,2-bis(trimethylsiloxy)ethane), C[Si](C)(C)Cl (trimethylsilyl chloride). The solvent is C(CO)O (ethylene glycol). Run at temperature 100 celsius. Yields the product C(C)N(C(=O)[C@H]1CN2C(C3([C@@H]1CC2)OCCO3)C(C3=CC=CC=C3)C3=CC=CC=C3)CC ((3R*,4R*)-N,N-Diethyl-6-diphenylmethyl-5,5-ethylenedioxy-1-azabicyclo[2.2.2]octane-3-carboxamide). Yield: 88.5%. Reaction SMILES: [CH2:1]([N:3]([CH2:28][CH3:29])[C:4]([C@@H:6]1[C@H:11]2[CH2:12][CH2:13][N:8]([CH:9]([CH:15]([C:22]3[CH:27]=[CH:26][CH:25]=[CH:24][CH:23]=3)[C:16]3[CH:21]=[CH:20][CH:19]=[CH:18][CH:17]=3)[C:10]2=[O:14])[CH2:7]1)=[O:5])[CH3:2].C[Si](C)(C)[O:32][CH2:33][CH2:34]O[Si](C)(C)C.C[Si](Cl)(C)C>C(O)CO>[CH2:28]([N:3]([CH2:1][CH3:2])[C:4]([C@@H:6]1[C@H:11]2[CH2:12][CH2:13][N:8]([CH:9]([CH:15]([C:22]3[CH:23]=[CH:24][CH:25]=[CH:26][CH:27]=3)[C:16]3[CH:17]=[CH:18][CH:19]=[CH:20][CH:21]=3)[C:10]32[O:32][CH2:33][CH2:34][O:14]3)[CH2:7]1)=[O:5])[CH3:29]. Procedure: A mixture of (3R*,4R*)-N,N-diethyl-6-diphenylmethyl-5-oxo-1-azabicyclo[2.2.2]octane-3-carboxamide (10 g, 26 mmol), 1,2-bis(trimethylsiloxy)ethane (6 g, 29 mmol), trimethylsilyl chloride (20 ml) and ethylene glycol (50 ml) was heated at 100° C. for 3 hours. After by-products were removed by distillation (93° C./atmosphere pressure), the mixture was poured into cold aqueous sodium bicarbonate (NaHCO3) (250 ml) and extracted with methylene chloride (CH2Cl2) (100 ml) three times. The combined extrac... Starting materials: amino-derivatized, [Pt] (platinum), C(CCCCCCCCCCCCCCC)(=O)OC(CCCCCCCCCCCCCCC)=O (palmitic anhydride). The solvent is C([O-])(O)=O.C(C)[NH+](CC)CC (triethylammonium bicarbonate), C(C)(C)O.O (isopropanol water). Conditions: time 1 hour. Product: C(CCCCCCCCCCCCCCC)(=O)[Pt] (Palmitoyl-Platinum). Reaction SMILES: [Pt:1].[C:2]([O:19]C(=O)CCCCCCCCCCCCCCC)(=O)[CH2:3][CH2:4][CH2:5][CH2:6][CH2:7][CH2:8][CH2:9][CH2:10][CH2:11][CH2:12][CH2:13][CH2:14][CH2:15][CH2:16][CH3:17]>C(=O)(O)[O-].C([NH+](CC)CC)C.C(O)(C)C.O>[C:2]([Pt:1])(=[O:19])[CH2:3][CH2:4][CH2:5][CH2:6][CH2:7][CH2:8][CH2:9][CH2:10][CH2:11][CH2:12][CH2:13][CH2:14][CH2:15][CH2:16][CH3:17] |f:2.3,4.5|. Procedure details: An estimated 30 nmol of the amino-derivatized 2-3 nm platinum cluster dissolved in 0.6 M triethylammonium bicarbonate in 20% isopropanol/water was evaporated to dryness five times from methanol, then dissolved in 3 mL of diclhoromethane, and treated with 200 nmol of palmitic anhydride. The mixture was stirred for one hour at room temperature, then washed three times with 0.1 M sodium phosphate buffer at pH 6.5. The remaining reaction mixture was evaporated to dryness, redissolved in 2:1 methanol... The reactants are N#CCBr, O=C([O-])[O-], CN(C)C=O, [K+], [K+], O, Cc1ccc(-c2c(CNC(=O)OC(C)(C)C)c(CC(C)C)nc3ccc(O)cc23)cc1. The product is Cc1ccc(-c2c(CNC(=O)OC(C)(C)C)c(CC(C)C)nc3ccc(OCC#N)cc23)cc1. Reaction SMILES: [Br:32][CH2:33][C:34]#[N:35].[C:36](=[O:37])([O-:38])[O-:39].[CH3:42][N:43]([CH3:44])[CH:45]=[O:46].[K+:40].[K+:41].[OH2:47].[OH:1][c:2]1[cH:3][c:4]2[c:5](-[c:25]3[cH:26][cH:27][c:28]([CH3:31])[cH:29][cH:30]3)[c:6]([CH2:16][NH:17][C:18]([O:19][C:20]([CH3:21])([CH3:22])[CH3:23])=[O:24])[c:7]([CH2:12][CH:13]([CH3:14])[CH3:15])[n:8][c:9]2[cH:10][cH:11]1>>[O:1]([c:2]1[cH:3][c:4]2[c:5](-[c:25]3[cH:26][cH:27][c:28]([CH3:31])[cH:29][cH:30]3)[c:6]([CH2:16][NH:17][C:18]([O:19][C:20]([CH3:21])([CH3:22])[CH3:23])=[O:24])[c:7]([CH2:12][CH:13]([CH3:14])[CH3:15])[n:8][c:9]2[cH:10][cH:11]1)[CH2:33][C:34]#[N:35].